From a dataset of the Open Reaction Database (ORD), a public repository of structured organic reaction records. describe an organic reaction: reactants, conditions, products, and yield Reactants: CCc1cc(C(=O)OC(C)(C)C)cc(C)c1O, CCc1cc(C(=N)NO)cc(C)c1OCC(O)CNC(=O)CO. The product is CCc1cc(C(=O)OC(C)(C)C)cc(C)c1OCC(O)CNC(=O)CO. RXN SMILES: [C:1]([CH3:2])([CH3:3])([CH3:4])[O:5][C:6]([c:7]1[cH:8][c:9]([CH2:15][CH3:16])[c:10]([OH:14])[c:11]([CH3:13])[cH:12]1)=[O:17].[CH2:18]([c:19]1[cH:20][c:21]([C:22](=[NH:32])[NH:33][OH:34])[cH:35][c:36]([CH3:37])[c:38]1[O:39][CH2:23][CH:24]([CH2:25][NH:26][C:27]([CH2:28][OH:29])=[O:30])[OH:31])[CH3:40]>>[C:1]([CH3:2])([CH3:3])([CH3:4])[O:5][C:6]([c:7]1[cH:8][c:9]([CH2:15][CH3:16])[c:10]([O:14][CH2:23][CH:24]([CH2:25][NH:26][C:27]([CH2:28][OH:29])=[O:30])[OH:31])[c:11]([CH3:13])[cH:12]1)=[O:17]. Starting materials: OC1=CC=C(C(=O)C2=CC(=C3C=CC=CN23)CCCC(=O)OCC)C=C1 (ethyl 4-[3-(4-hydroxybenzoyl]indolizin-1-yl]butyrate), C(C(C)C)C1=CC=C(C=C1)C(Cl)C1=CC=C(C=C1)CC(C)C (bis(4-isobutylphenyl)chloromethane), C(C)(C)N(CC)C(C)C (diisopropylethylamine). Run in ClCCl (dichloromethane). The product is C(C(C)C)C1=CC=C(C=C1)C(OC1=CC=C(C(=O)C2=CC(=C3C=CC=CN23)CCCC(=O)OCC)C=C1)C1=CC=C(C=C1)CC(C)C (ethyl 4-[3-[4-[bis(4-isobutylphenyl)methoxy]benzoyl]indolizin-1-yl]butyrate). The yield is 22.0%. RXN SMILES: [OH:1][C:2]1[CH:26]=[CH:25][C:5]([C:6]([C:8]2[N:16]3[C:11]([CH:12]=[CH:13][CH:14]=[CH:15]3)=[C:10]([CH2:17][CH2:18][CH2:19][C:20]([O:22][CH2:23][CH3:24])=[O:21])[CH:9]=2)=[O:7])=[CH:4][CH:3]=1.[CH2:27]([C:31]1[CH:36]=[CH:35][C:34]([CH:37]([C:39]2[CH:44]=[CH:43][C:42]([CH2:45][CH:46]([CH3:48])[CH3:47])=[CH:41][CH:40]=2)Cl)=[CH:33][CH:32]=1)[CH:28]([CH3:30])[CH3:29].C(N(C(C)C)CC)(C)C>ClCCl>[CH2:45]([C:42]1[CH:43]=[CH:44][C:39]([CH:37]([C:34]2[CH:35]=[CH:36][C:31]([CH2:27][CH:28]([CH3:30])[CH3:29])=[CH:32][CH:33]=2)[O:1][C:2]2[CH:3]=[CH:4][C:5]([C:6]([C:8]3[N:16]4[C:11]([CH:12]=[CH:13][CH:14]=[CH:15]4)=[C:10]([CH2:17][CH2:18][CH2:19][C:20]([O:22][CH2:23][CH3:24])=[O:21])[CH:9]=3)=[O:7])=[CH:25][CH:26]=2)=[CH:40][CH:41]=1)[CH:46]([CH3:48])[CH3:47]. Procedure details: A mixture of ethyl 4-[3-(4-hydroxybenzoyl]indolizin-1-yl]butyrate (400 mg), bis(4-isobutylphenyl)chloromethane (430 mg) and diisopropylethylamine (736 mg) in dichloromethane (20 ml) was refluxed for 14 hours and evaporated. The residue was dissolved in ethyl acetate. The solution was washed with water and brine, dried over magnesium sulfate and evaporated. The residue was chromatographed on silica gel eluting with n-hexane and ethyl acetate (4:1) to give ethyl 4-[3-[4-[bis(4-isobutylphenyl)metho... Starting materials: CS(C)=O, CCOC(C)=O, CCN(C(C)C)C(C)C, Cc1ccc(-n2nc(C(C)(C)C)cc2NC(=O)OCC(Cl)(Cl)Cl)cc1, Nc1ccc(OCCCc2ccncc2)c2ccccc12. Product: Cc1ccc(-n2nc(C(C)(C)C)cc2NC(=O)Nc2ccc(OCCCc3ccncc3)c3ccccc23)cc1. As a reaction SMILES: [CH3:56][S:57]([CH3:58])=[O:59].[CH3:60][CH2:61][O:62][C:63](=[O:64])[CH3:65].[CH:47]([N:48]([CH:49]([CH3:50])[CH3:51])[CH2:52][CH3:53])([CH3:54])[CH3:55].[Cl:1][C:2]([Cl:3])([Cl:4])[CH2:24][O:25][C:5](=[O:6])[NH:7][c:8]1[cH:9][c:10]([C:20]([CH3:21])([CH3:22])[CH3:23])[n:11][n:12]1-[c:13]1[cH:14][cH:15][c:16]([CH3:19])[cH:17][cH:18]1.[NH2:26][c:27]1[cH:28][cH:29][c:30]([O:37][CH2:38][CH2:39][CH2:40][c:41]2[cH:42][cH:43][n:44][cH:45][cH:46]2)[c:31]2[cH:32][cH:33][cH:34][cH:35][c:36]12>>[C:5](=[O:6])([NH:7][c:8]1[cH:9][c:10]([C:20]([CH3:21])([CH3:22])[CH3:23])[n:11][n:12]1-[c:13]1[cH:14][cH:15][c:16]([CH3:19])[cH:17][cH:18]1)[NH:26][c:27]1[cH:28][cH:29][c:30]([O:37][CH2:38][CH2:39][CH2:40][c:41]2[cH:42][cH:43][n:44][cH:45][cH:46]2)[c:31]2[cH:32][cH:33][cH:34][cH:35][c:36]12. Reactants: O (water), C[O-].[Na+] (Sodium methoxide), ClC1=CC(=NC(=C1)C)C (4-chlorolutidine), CN(C=O)C (dimethylformamide). The solvent is CO (methanol). Product: COC1=CC(=NC(=C1)C)C (4-Methoxylutidine). The yield is 72.0%. RXN SMILES: C[O-].[Na+].CN(C)[CH:6]=[O:7].Cl[C:10]1[CH:15]=[C:14]([CH3:16])[N:13]=[C:12]([CH3:17])[CH:11]=1.O>CO>[CH3:6][O:7][C:10]1[CH:15]=[C:14]([CH3:16])[N:13]=[C:12]([CH3:17])[CH:11]=1 |f:0.1|. Procedure details: Sodium methoxide (2 eq.) was dissolved in methanol (1.5 volumes) and dry dimethylformamide (2 volumes). The solution was heated to (95-100ℑ C.)and while stirring under a stream of nitrogen, 4-chlorolutidine (1 eq.) was added dropwise. At the end of the reaction (about 2 hours), the mixture was cooled in an ice bath and cold water (10 volumes) was added. The product was extracted with dichloromethane (3×2 volumes). The combined organic extracts were dried over sodium sulfate, filtered and the sol... RXN SMILES: [CH2:63]([OH:64])[CH2:65][CH2:66][CH3:67].[CH:28]1([c:29]2[nH:30][n:31][c:32]([NH:33][c:34]3[c:35]([F:36])[cH:37][n:38][c:39]([NH:40][CH:41]([c:42]4[n:43][cH:44][c:45]([F:46])[cH:47][n:48]4)[CH3:49])[n:50]3)[cH:51]2)[CH2:52][CH2:53]1.[CH:54]([N:55]([CH2:56][CH3:57])[CH:58]([CH3:59])[CH3:60])([CH3:61])[CH3:62].[Cl:1][c:2]1[c:3]([NH:18][c:19]2[n:20][nH:21][c:22]([O:24][CH:25]([CH3:26])[CH3:27])[cH:23]2)[n:4][c:5]([NH:8][CH:9]([CH3:10])[c:11]2[n:12][cH:13][c:14]([F:17])[cH:15][n:16]2)[n:6][cH:7]1>>[Cl:1][c:2]1[c:3]([NH:18][c:19]2[n:20][nH:21][c:22]([CH3:28])[cH:23]2)[n:4][c:5]([NH:8][CH:9]([CH3:10])[c:11]2[n:12][cH:13][c:14]([F:17])[cH:15][n:16]2)[n:6][cH:7]1. The product is Cc1cc(Nc2nc(NC(C)c3ncc(F)cn3)ncc2Cl)n[nH]1. Reactants: CCCCO, CC(Nc1ncc(F)c(Nc2cc(C3CC3)[nH]n2)n1)c1ncc(F)cn1, CCN(C(C)C)C(C)C, CC(C)Oc1cc(Nc2nc(NC(C)c3ncc(F)cn3)ncc2Cl)n[nH]1. Reactants: N#Cc1cc(NC(=O)C2CCC2)ccc1OCC(O)CCl, CC(C)(C)N, CCO. Product: CC(C)(C)NCC(O)COc1ccc(NC(=O)C2CCC2)cc1C#N. As a reaction SMILES: [C:1](#[N:2])[c:3]1[c:4]([O:5][CH2:6][CH:7]([CH2:8][Cl:9])[OH:10])[cH:11][cH:12][c:13]([NH:15][C:16](=[O:17])[CH:18]2[CH2:19][CH2:20][CH2:21]2)[cH:14]1.[C:22]([CH3:23])([CH3:24])([CH3:25])[NH2:26].[CH3:27][CH2:28][OH:29]>>[C:1](#[N:2])[c:3]1[c:4]([O:5][CH2:6][CH:7]([CH2:8][NH:26][C:22]([CH3:23])([CH3:24])[CH3:25])[OH:10])[cH:11][cH:12][c:13]([NH:15][C:16](=[O:17])[CH:18]2[CH2:19][CH2:20][CH2:21]2)[cH:14]1.